From a dataset of the Open Reaction Database (ORD), a public repository of structured organic reaction records. describe an organic reaction: reactants, conditions, products, and yield Reactants: [N+](=O)([O-])C=1C=C2C(C(=O)OC2=O)=CC1 (4-nitrophthalic anhydride), C(#C)C=1C=C(N)C=CC1 (3-ethynylaniline). Solvent: C(C)(=O)O (acetic acid). The product is [N+](=O)([O-])C=1C=C2C(C(=O)N(C2=O)C2=CC(=CC=C2)C#C)=CC1 (4-nitro-N-(3-ethynylphenyl)phthalimide). Yield: 87.9%. RXN SMILES: [N+:1]([C:4]1[CH:5]=[C:6]2[C:11](=[O:12])[O:10][C:8](=O)[C:7]2=[CH:13][CH:14]=1)([O-:3])=[O:2].[C:15]([C:17]1[CH:18]=[C:19]([CH:21]=[CH:22][CH:23]=1)[NH2:20])#[CH:16]>C(O)(=O)C>[N+:1]([C:4]1[CH:5]=[C:6]2[C:11](=[O:12])[N:20]([C:19]3[CH:21]=[CH:22][CH:23]=[C:17]([C:15]#[CH:16])[CH:18]=3)[C:8](=[O:10])[C:7]2=[CH:13][CH:14]=1)([O-:3])=[O:2]. Reported procedure: To a solution of 10.7 g (0.10 mole) of 4-nitrophthalic anhydride in 150 ml of glacial acetic acid was added 12.9 g (0.11 mole) of 3-ethynylaniline. A white precipitate formed immediately. The mixture was heated to reflux for 1 hour, then cooled and filtered. The precipitate was washed with water and methanol. Recrystallization from toluene gave 25.7 g (87% yield) of 4-nitro-N-(3-ethynylphenyl)phthalimide, m.p. 257°-259° C. The reactants are Cl.N[C@H]1C\C=C/[C@@H]2N(C1=O)CCCC2 ((7S,10aR,Z)-7-amino-1,2,3,4,7,8-hexahydropyrido[1,2-a]azepin-6(10aH)-one hydrochloride), [H][H] (hydrogen). The reagents and catalysts are [Pd] (Pd/C). The solvent is CO (MeOH), CO (MeOH). Conditions: time 3 hour. Product: Cl.N[C@H]1CCC[C@@H]2N(C1=O)CCCC2 ((7S,10aR)-7-aminooctahydropyrido[1,2-a]azepin-6(7H)-one hydrochloride). The yield is 91.9%. Reaction SMILES: [ClH:1].[NH2:2][C@@H:3]1[C:9](=[O:10])[N:8]2[CH2:11][CH2:12][CH2:13][CH2:14][C@@H:7]2[CH:6]=[CH:5][CH2:4]1.[H][H]>CO.[Pd]>[ClH:1].[NH2:2][C@@H:3]1[C:9](=[O:10])[N:8]2[CH2:11][CH2:12][CH2:13][CH2:14][C@@H:7]2[CH2:6][CH2:5][CH2:4]1 |f:0.1,5.6|. Procedure details: To round bottom flask, 10% Pd/C (35 mg, 0.022 mmol) was added to a solution of (7S,10aR,Z)-7-amino-1,2,3,4,7,8-hexahydropyrido[1,2-a]azepin-6(10aH)-one hydrochloride (3.23 gm, 1.49 mmol) in MeOH (5 mL). A hydrogen atmosphere was introduced via balloon and the reaction mixture was stirred for 3 hr. The reaction mixture was diluted with MeOH and filtered. The filtrate was concentrated and the residue was dried under vacuum to give (7S,10aR)-7-aminooctahydropyrido[1,2-a]azepin-6(7H)-one hydrochlori... Starting materials: C(CC)C1=CC(=NN1CC1=CC=C(C=C1)C1=C(C=CC=C1)C1=NN=NN1)C(=O)O (5-propyl-1-[2′-(1H-tetrazol-5-yl)-biphenyl-4-ylmethyl]-1H-pyrazole-3-carboxylic acid), C1=CC2=C(N=C1)N(N=N2)O (HOAt), CCN=C=NCCCN(C)C (EDCI), N1=C(C=CC=C1C)C (2,6-lutidine), C(Cl)Cl (DCM), Cl.N[C@@H](CC(=O)O)CC1=CC=CC=C1 ((R)-3-amino-4-phenylbutyric acid hydrochloride). Conditions: temperature 0 celsius, time 30 minute. Product: C1(=CC=CC=C1)C[C@H](CC(=O)O)NC(=O)C1=NN(C(=C1)CCC)CC1=CC=C(C=C1)C1=C(C=CC=C1)C1=NN=NN1 ((R)-4-Phenyl-3-({5-propyl-1-[2′-(1H-tetrazol-5-yl)-biphenyl-4-ylmethyl]-1H-pyrazole-3-carbonyl}amino)butyric Acid). Isolated yield 21.0%. Reaction SMILES: [CH2:1]([C:4]1[N:8]([CH2:9][C:10]2[CH:15]=CC(C3C=CC=CC=3C3NN=NN=3)=[CH:12][CH:11]=2)[N:7]=[C:6]([C:27]([OH:29])=O)[CH:5]=1)[CH2:2][CH3:3].[CH:30]1[CH:35]=[N:34][C:33]2[N:36](O)[N:37]=[N:38][C:32]=2[CH:31]=1.CCN=C=NCCCN(C)C.N1C(C)=C[CH:54]=[CH:53][C:52]=1[CH3:58].C(Cl)Cl.Cl.[NH2:63][C@H:64]([CH2:69][C:70]1[CH:75]=[CH:74][CH:73]=[CH:72][CH:71]=1)[CH2:65][C:66]([OH:68])=[O:67]>>[C:70]1([CH2:69][C@@H:64]([NH:63][C:27]([C:6]2[CH:5]=[C:4]([CH2:1][CH2:2][CH3:3])[N:8]([CH2:9][C:10]3[CH:11]=[CH:12][C:30]([C:31]4[CH:54]=[CH:53][CH:52]=[CH:58][C:32]=4[C:33]4[NH:36][N:37]=[N:38][N:34]=4)=[CH:35][CH:15]=3)[N:7]=2)=[O:29])[CH2:65][C:66]([OH:68])=[O:67])[CH:75]=[CH:74][CH:73]=[CH:72][CH:71]=1 |f:5.6|. Procedure details: A solution of 5-propyl-1-[2′-(1H-tetrazol-5-yl)-biphenyl-4-ylmethyl]-1H-pyrazole-3-carboxylic acid (200 mg, 510 μmol), HOAt (77.1 mg, 566.4 μmol), EDCI (108.6 mg, 566.4 μmol), and 2,6-lutidine (357.8 μL, 3.1 mmol) in DCM (6.1 mL, 94.7 mmol) was stirred to pre-activate the acid. After 30 minutes, the mixture was cooled at 0° C. and (R)-3-amino-4-phenylbutyric acid hydrochloride (122.2 mg, 566.4 μmol) was added. The resulting solution was slowly warmed to room temperature and stirred overnight. Th... Starting materials: C(C)OCC (diethyl ether), CC1=C(C=CC=C1)S (2-methylthiophenol), B(F)(F)F (BF3), CCOCC (ether). Reaction conditions: time 3 hour. Yields the product B(F)(F)F.CCOCC (boron trifluoride etherate). The yield is 86.0%. As a reaction SMILES: CC1C=CC=CC=1S.[CH2:9]([O:11][CH2:12][CH3:13])[CH3:10].[B:14]([F:17])([F:16])[F:15]>>[B:14]([F:17])([F:16])[F:15].[CH3:10][CH2:9][O:11][CH2:12][CH3:13] |f:3.4|. Reported procedure: A solution of 0.7 g of 2-methylthiophenol in 11.3 g of BF3 :2CH3COOH complex is heated to 70° C. and kept at this temperature for 3 hours. After returning to the ambient temperature, 11 ml of diethyl ether are added and vigorous stirring is applied for approximately 5 minutes before the excess ether is distilled off at atmospheric pressure. The acetic acid and boron trifluoride etherate which are formed are then trapped at approximately 30° C. at 67 Pa. Starting materials: C1(CC1)N(S(=O)(=O)C1=CC(=CC=C1)C(F)(F)F)C1CCNCC1 (N-cyclopropyl-N-piperidin-4-yl-3-trifluoromethylbenzenesulfonamide), C(CCC)OC1=CC=C(C=C1)S(=O)(=O)Cl (4-butoxyphenylsulfonyl chloride), CCN(C(C)C)C(C)C (DIEA). Solvent: C(Cl)Cl (DCM). Reaction conditions: time 8 hour. Product: C(CCC)OC1=CC=C(C=C1)S(=O)(=O)N1CCC(CC1)N(S(=O)(=O)C1=CC(=CC=C1)C(F)(F)F)C1CC1 (N-[1-(4-butoxyphenylsulfonyl)piperidin-4-yl]-N-cyclopropyl-3-trifluoromethylbenzenesulfonamide). The yield is 25.0%. RXN SMILES: [CH:1]1([N:4]([CH:18]2[CH2:23][CH2:22][NH:21][CH2:20][CH2:19]2)[S:5]([C:8]2[CH:13]=[CH:12][CH:11]=[C:10]([C:14]([F:17])([F:16])[F:15])[CH:9]=2)(=[O:7])=[O:6])[CH2:3][CH2:2]1.[CH2:24]([O:28][C:29]1[CH:34]=[CH:33][C:32]([S:35](Cl)(=[O:37])=[O:36])=[CH:31][CH:30]=1)[CH2:25][CH2:26][CH3:27].CCN(C(C)C)C(C)C>C(Cl)Cl>[CH2:24]([O:28][C:29]1[CH:34]=[CH:33][C:32]([S:35]([N:21]2[CH2:22][CH2:23][CH:18]([N:4]([CH:1]3[CH2:3][CH2:2]3)[S:5]([C:8]3[CH:13]=[CH:12][CH:11]=[C:10]([C:14]([F:17])([F:15])[F:16])[CH:9]=3)(=[O:6])=[O:7])[CH2:19][CH2:20]2)(=[O:37])=[O:36])=[CH:31][CH:30]=1)[CH2:25][CH2:26][CH3:27]. Procedure: 150 mg (0.434 mmol) of N-cyclopropyl-N-piperidin-4-yl-3-trifluoromethylbenzenesulfonamide (available from Lancaster) and 108 mg (0.434 mmol) of 4-butoxyphenylsulfonyl chloride (available from Matrix Scientific) were each dissolved in 10 mL of DCM and then combined. 1.5 eq. of DIEA (0.113 mL) was added to the mixture by syringe. The mixture was stirred overnight at room temperature and then concentrated under vacuum. The resultant product 29 was purified through a column of silica gel with a grad... The reactants are Cl.CS(=O)(=O)C1CCNCC1 (4-Methanesulfonyl-piperidine hydrochloride salt), ClC=1N=C(C2=C(N1)C=C(S2)C=O)N2CCOCC2 (2-Chloro-4-morpholin-4-yl-thieno[3,2-d]pyrimidine-6-carbaldehyde). Product: ClC=1N=C(C2=C(N1)C=C(S2)CN2CCC(CC2)S(=O)(=O)C)N2CCOCC2 (2-chloro-6-(4-methanesulfonyl-piperidin-1-ylmethyl)-4-morpholin-4-yl-thieno[3,2-d]pyrimidine). Reaction SMILES: Cl.[CH3:2][S:3]([CH:6]1[CH2:11][CH2:10][NH:9][CH2:8][CH2:7]1)(=[O:5])=[O:4].[Cl:12][C:13]1[N:14]=[C:15]([N:24]2[CH2:29][CH2:28][O:27][CH2:26][CH2:25]2)[C:16]2[S:21][C:20]([CH:22]=O)=[CH:19][C:17]=2[N:18]=1>>[Cl:12][C:13]1[N:14]=[C:15]([N:24]2[CH2:25][CH2:26][O:27][CH2:28][CH2:29]2)[C:16]2[S:21][C:20]([CH2:22][N:9]3[CH2:10][CH2:11][CH:6]([S:3]([CH3:2])(=[O:5])=[O:4])[CH2:7][CH2:8]3)=[CH:19][C:17]=2[N:18]=1 |f:0.1|. Procedure details: 4-Methanesulfonyl-piperidine hydrochloride salt was reacted with 2-chloro-4-morpholin-4-yl-thieno[3,2-d]pyrimidine-6-carbaldehyde 10 following General Procedure B-3. Purification on silica yielded 2-chloro-6-(4-methanesulfonyl-piperidin-1-ylmethyl)-4-morpholin-4-yl-thieno[3,2-d]pyrimidine. Starting materials: [Al], O=C1CCC(=O)N1Br, ClCCl, N#Cc1ccc(COCCO)cc1, c1ccc(P(c2ccccc2)c2ccccc2)cc1. The product is N#Cc1ccc(COCCBr)cc1. As a reaction SMILES: [Al:44].[Br:1][N:2]1[C:3](=[O:4])[CH2:5][CH2:6][C:7]1=[O:8].[Cl:41][CH2:42][Cl:43].[OH:28][CH2:29][CH2:30][O:31][CH2:32][c:33]1[cH:34][cH:35][c:36]([C:37]#[N:38])[cH:39][cH:40]1.[c:9]1([P:10]([c:11]2[cH:12][cH:13][cH:14][cH:15][cH:16]2)[c:17]2[cH:18][cH:19][cH:20][cH:21][cH:22]2)[cH:23][cH:24][cH:25][cH:26][cH:27]1>>[Br:1][CH2:29][CH2:30][O:31][CH2:32][c:33]1[cH:34][cH:35][c:36]([C:37]#[N:38])[cH:39][cH:40]1. The reactants are C(#N)[BH3-].[Na+] (sodium cyanoborohydride), solution, CN (methylamine), C(C)OC(C=C(CC1=CC2=CC=CC=C2C=C1)NC)=O (3-methylamino-4-(2-naphthyl)-but-2-enoic acid ethyl ester), C(#N)[BH3-].[Na+] (sodium cyanoborohydride), Cl (hydrochloric acid). Run at temperature 0 celsius, time 2 hour. Reaction SMILES: CN.[CH2:3]([O:5][C:6](=[O:22])[CH:7]=[C:8]([NH:20][CH3:21])[CH2:9][C:10]1[CH:19]=[CH:18][C:17]2[C:12](=[CH:13][CH:14]=[CH:15][CH:16]=2)[CH:11]=1)[CH3:4].C([BH3-])#N.[Na+].Cl>C(O)C.C(O)(=O)C>[CH2:3]([O:5][C:6](=[O:22])[CH2:7][CH:8]([NH:20][CH3:21])[CH2:9][C:10]1[CH:19]=[CH:18][C:17]2[C:12](=[CH:13][CH:14]=[CH:15][CH:16]=2)[CH:11]=1)[CH3:4] |f:2.3|. Product: C(C)OC(CC(CC1=CC2=CC=CC=C2C=C1)NC)=O (3-Methylamino-4-(2-naphthyl)-butanoic acid ethyl ester). Procedure details: 2 ml (17.6 mmol) of a 27.3% solution of methylamine in ethanol and 5.5 ml of acetic acid are added to 24.9 g (92.5 mmol) of 3-methylamino-4-(2-naphthyl)-but-2-enoic acid ethyl ester in 250 ml of ethanol and the mixture is cooled to 0° C. 6.4 g (87 mmol) of 85% sodium cyanoborohydride and a further 5.5 ml of acetic acid are added to the suspension. The reaction mixture is allowed to rise to room temperature, with stirring, over a period of 2 hours. A further 0.64 g (8.7 mmol) of sodium cyanoboroh... Solvent: C(C)O (ethanol), C(C)(=O)O (acetic acid), C(C)O (ethanol), C(C)(=O)O (acetic acid).